describe an organic reaction: reactants, conditions, products, and yield From a dataset of the Open Reaction Database (ORD), a public repository of structured organic reaction records. Reactants: CC(C)(C)c1ccc(B(O)O)cc1, C1CCOC1, CN1C(=O)CCC2(C)c3ccc(Br)cc3CCC12, ClC(Cl)Cl, [Na+], [Na+], O=C([O-])[O-]. Yields the product CN1C(=O)CCC2(C)c3ccc(-c4ccc(C(C)(C)C)cc4)cc3CCC12. RXN SMILES: [C:19]([CH3:20])([CH3:21])([CH3:22])[c:23]1[cH:24][cH:25][c:26]([B:29]([OH:30])[OH:31])[cH:27][cH:28]1.[CH2:38]1[O:39][CH2:40][CH2:41][CH2:42]1.[CH3:1][N:2]1[C:3](=[O:18])[CH2:4][CH2:5][C:6]2([CH3:17])[c:7]3[c:8]([cH:12][c:13]([Br:16])[cH:14][cH:15]3)[CH2:9][CH2:10][CH:11]12.[CH:43]([Cl:44])([Cl:45])[Cl:46].[Na+:32].[Na+:33].[O-:34][C:35](=[O:36])[O-:37]>>[CH3:1][N:2]1[C:3](=[O:18])[CH2:4][CH2:5][C:6]2([CH3:17])[c:7]3[c:8]([cH:12][c:13](-[c:26]4[cH:25][cH:24][c:23]([C:19]([CH3:20])([CH3:21])[CH3:22])[cH:28][cH:27]4)[cH:14][cH:15]3)[CH2:9][CH2:10][CH:11]12.